From a dataset of the Open Reaction Database (ORD), a public repository of structured organic reaction records. describe an organic reaction: reactants, conditions, products, and yield The reactants are C1CCC2=NCCCN2CC1 (DBU), C1(=CC=CC=C1)C(C(=O)O)(C)C1=CC=CC=C1 (2,2-diphenylpropionic acid), CI (methyliodide). Solvent: C(C)#N (acetonitrile). Reaction conditions: temperature 20 celsius, time 8 hour. Product: C1(=CC=CC=C1)C(C(=O)OC)(C)C1=CC=CC=C1 (Methyl 2,2-diphenylpropionate). Reaction SMILES: [CH2:1]1CCN2C(=NCCC2)CC1.[C:12]1([C:18]([C:23]2[CH:28]=[CH:27][CH:26]=[CH:25][CH:24]=2)([CH3:22])[C:19]([OH:21])=[O:20])[CH:17]=[CH:16][CH:15]=[CH:14][CH:13]=1.CI>C(#N)C>[C:12]1([C:18]([C:23]2[CH:28]=[CH:27][CH:26]=[CH:25][CH:24]=2)([CH3:22])[C:19]([O:21][CH3:1])=[O:20])[CH:13]=[CH:14][CH:15]=[CH:16][CH:17]=1. Procedure: 37.60 g (0.247 mol) of DBU are added dropwise to a suspension of 50.8 g (0.225 mol) of 2,2-diphenylpropionic acid and 200 ml of acetonitrile at 20° C. 70.10 g (0.494 mol) of methyliodide are added dropwise to the resulting solution within 30 min. Then the mixture is stirred overnight at 20° C. The solvent is evaporated down, the residue is extracted with diethylether/water, the organic phase is washed with water, dried over Na2SO4 and evaporated to dryness. Yield: 48.29 g of viscous residue 32 (... Starting materials: CN1CCNCC1 (N-methylpiperazine), BrCCOC1=C(C=CC=C1)C1=NC(=NO1)C1=CC=CC=C1 (5-[2-(2-bromoethyl)oxy-phenyl]-3-phenyl-1,2,4-oxadiazole), Cl (HCl). Run in C(C)O (ethanol), O1CCOCC1 (dioxane). Yields the product CN1CCN(CC1)CCOC1=C(C=CC=C1)C1=NC(=NO1)C1=CC=CC=C1 (5-{2-[2-(4-methylpiperazin-1-yl)ethyl]oxy-phenyl}-3-phenyl-1, 2,4-oxadiazole). RXN SMILES: Br[CH2:2][CH2:3][O:4][C:5]1[CH:10]=[CH:9][CH:8]=[CH:7][C:6]=1[C:11]1[O:15][N:14]=[C:13]([C:16]2[CH:21]=[CH:20][CH:19]=[CH:18][CH:17]=2)[N:12]=1.[CH3:22][N:23]1[CH2:28][CH2:27][NH:26][CH2:25][CH2:24]1.Cl>O1CCOCC1.C(O)C>[CH3:22][N:23]1[CH2:28][CH2:27][N:26]([CH2:2][CH2:3][O:4][C:5]2[CH:10]=[CH:9][CH:8]=[CH:7][C:6]=2[C:11]2[O:15][N:14]=[C:13]([C:16]3[CH:21]=[CH:20][CH:19]=[CH:18][CH:17]=3)[N:12]=2)[CH2:25][CH2:24]1. Reported procedure: 1.72 g of 5-[2-(2-bromoethyl)oxy-phenyl]-3-phenyl-1,2,4-oxadiazole are dissolved in 50 ml of anhydrous dioxane and mixed with 2 g of N-methylpiperazine. The solution is refluxed for one hour and then concentrated by evaporation in vacuo. The residue is chromatographed on silica gel with dichloromethane/methanol (90/10). The base thus obtained is dissolved in anhydrous ethanol, acidified with ethereal HCl and precipitated with diethyl ether. The residue is recrystallised from anhydrous ethanol an... Starting materials: N1=CC=CC=C1 (pyridine), BrC=1C=CC(=C2CC(COC12)O)OC (8-bromo-5-methoxy-3-chromanol), CrO3, SiO2, C(C)(=O)OC(C)=O (acetic acid anhydride). The solvent is C(Cl)Cl (CH2Cl2), C(Cl)Cl (CH2Cl2). Run at time 15 minute. Product: BrC=1C=CC(=C2CC(COC12)=O)OC (8-Bromo-5-methoxy-3-chromanone). Yield: 81.6%. RXN SMILES: N1C=CC=CC=1.[Br:7][C:8]1[CH:9]=[CH:10][C:11]([O:19][CH3:20])=[C:12]2[C:17]=1[O:16][CH2:15][CH:14]([OH:18])[CH2:13]2.C(OC(=O)C)(=O)C>C(Cl)Cl>[Br:7][C:8]1[CH:9]=[CH:10][C:11]([O:19][CH3:20])=[C:12]2[C:17]=1[O:16][CH2:15][C:14](=[O:18])[CH2:13]2. Procedure: To a solution consisting of dry pyridine and CH2Cl2 (120 ml, dried over P2O5) CrO3 (435 mg, 4.35 mmol) was added. The mixture was stirred for 15 min and 8-bromo-5-methoxy-3-chromanol (293 mg, 1.13 mmol) was dissolved in 10 ml dry CH2Cl2 was added and immediately thereafter acetic acid anhydride (0.41 ml, 4.35 mmol) was added to the solution. The mixture was stirred for 10 min and then sucked through a short silica column (13 g SiO2) with vacuum. The column was washed with CH2Cl2 and the solvent ... The reactants are N1=C(C=CC=C1C)C (2,6-lutidine), CON(C(=O)C1(CCC(CC1)O)C(F)(F)F)C (4-Hydroxy-1-trifluoromethyl-cyclohexanecarboxylic acid methoxy-methyl-amide), FC(S(=O)(=O)O[Si](C)(C)C(C)(C)C)(F)F (tert-butyldimethylsilyl trifluoromethanesulfonate). Run in C(Cl)Cl (CH2Cl2), C(Cl)Cl (CH2Cl2). Reaction conditions: time 16 hour. The product is CON(C(=O)C1(CCC(CC1)O[Si](C)(C)C(C)(C)C)C(F)(F)F)C (4-(tert-Butyl-dimethyl-silanyloxy)-1-trifluoromethyl-cyclohexanecarboxylic acid methoxy-methyl-amide). RXN SMILES: [CH3:1][O:2][N:3]([CH3:17])[C:4]([C:6]1([C:13]([F:16])([F:15])[F:14])[CH2:11][CH2:10][CH:9]([OH:12])[CH2:8][CH2:7]1)=[O:5].N1C(C)=CC=CC=1C.FC(F)(F)S(O[Si:32]([C:35]([CH3:38])([CH3:37])[CH3:36])([CH3:34])[CH3:33])(=O)=O>C(Cl)Cl>[CH3:1][O:2][N:3]([CH3:17])[C:4]([C:6]1([C:13]([F:14])([F:15])[F:16])[CH2:11][CH2:10][CH:9]([O:12][Si:32]([C:35]([CH3:38])([CH3:37])[CH3:36])([CH3:34])[CH3:33])[CH2:8][CH2:7]1)=[O:5]. Reported procedure: 6.00 g (23.5 mmol) of 4-Hydroxy-1-trifluoromethyl-cyclohexanecarboxylic acid methoxy-methyl-amide (69) were dissolved in 20 ml of CH2Cl2 and 6.8 ml of 2,6-lutidine were added. Afterwards, 6.48 ml (28.2 mmol) of tert-butyldimethylsilyl trifluoromethanesulfonate were added at 0° C. and the mixture allowed to stand at ambient temperature for 16 h. The mixture was then diluted using 30 ml of CH2Cl2 and washed successively twice using 30 ml of water, twice using 30 ml of a 0.1; N aqueous HCl-solution... The solvent is C(Cl)(Cl)Cl (chloroform). Reported procedure: To a solution of tert-butyl[(4′R)-6′-{[(5-methoxypyrazin-2-yl)carbonyl]amino}-2′,2′-dimethyldispiro[cyclopropane-1,3′-chromene-4′,4″-[1,3]oxazol]-2″-yl]carbamate (392 mg, 0.769 mmol) in chloroform (3 ml) was added trifluoroacetic acid (1.8 ml), and the mixture was stirred at room temperature for 2 hours. The mixture was concentrated in vacuo, and the residue was purified by silica gel column chromatography (precolumn: NH-silica gel, main column: neutral silica gel, chloroform/methanol=10:0-10:1)... The reactants are C(C)(C)(C)OC(NC=1OC[C@@]2(N1)C1(C(OC3=CC=C(C=C32)NC(=O)C3=NC=C(N=C3)OC)(C)C)CC1)=O (tert-butyl[(4′R)-6′-{[(5-methoxypyrazin-2-yl)carbonyl]amino}-2′,2′-dimethyldispiro[cyclopropane-1,3′-chromene-4′,4″-[1,3]oxazol]-2″-yl]carbamate), FC(C(=O)O)(F)F (trifluoroacetic acid). Reaction SMILES: C(OC(=O)[NH:7][C:8]1[O:9][CH2:10][C@@:11]2([C:21]3[C:16](=[CH:17][CH:18]=[C:19]([NH:22][C:23]([C:25]4[CH:30]=[N:29][C:28]([O:31][CH3:32])=[CH:27][N:26]=4)=[O:24])[CH:20]=3)[O:15][C:14]([CH3:34])([CH3:33])[C:13]32[CH2:36][CH2:35]3)[N:12]=1)(C)(C)C.FC(F)(F)C(O)=O>C(Cl)(Cl)Cl>[NH2:7][C:8]1[O:9][CH2:10][C@@:11]2([C:21]3[C:16](=[CH:17][CH:18]=[C:19]([NH:22][C:23]([C:25]4[CH:30]=[N:29][C:28]([O:31][CH3:32])=[CH:27][N:26]=4)=[O:24])[CH:20]=3)[O:15][C:14]([CH3:33])([CH3:34])[C:13]32[CH2:35][CH2:36]3)[N:12]=1. Conditions: time 2 hour. The yield is 78.1%. Yields the product NC=1OC[C@@]2(N1)C1(C(OC3=CC=C(C=C32)NC(=O)C3=NC=C(N=C3)OC)(C)C)CC1 (N-[(4′R)-2″-amino-2′,2′-dimethyldispiro[cyclopropane-1,3′-chromene-4′,4″-[1,3]oxazol]-6′-yl]-5-me thoxypyrazine-2-carboxamide). Reactants: COc1cc(Br)cn2nccc12, CC#N, O=C1CCC(=O)N1Cl. The product is COc1cc(Br)cn2ncc(Cl)c12. RXN SMILES: [Br:1][c:2]1[cH:3][c:4]([O:11][CH3:12])[c:5]2[n:6]([cH:7]1)[n:8][cH:9][cH:10]2.[CH3:21][C:22]#[N:23].[Cl:13][N:14]1[C:15](=[O:16])[CH2:17][CH2:18][C:19]1=[O:20]>>[Br:1][c:2]1[cH:3][c:4]([O:11][CH3:12])[c:5]2[n:6]([cH:7]1)[n:8][cH:9][c:10]2[Cl:13]. The reactants are N1C=2C(CC1=O)CC1C=CC=CC12 (tetrahydro-1H-indeno[1,2-b]pyrrol-2-one), ClC1=CC=C(C=C1)I (p-chloroiodobenzene), P(=O)([O-])([O-])[O-].[K+].[K+].[K+] (potassium phosphate). The reagents and catalysts are [Br-].C(CCC)[N+](CCCC)(CCCC)CCCC (tetrabutylammonium bromide), [Cu-]=O (copper (I) oxide). Run in O (water), ClCCl (dichloromethane). Run at temperature 130 celsius, time 8 hour. Yields the product ClC1=CC=C(C=C1)N1C2C(CC1=O)CC1=CC=CC=C12 (1-(4-chlorophenyl)-3,3a,4,8b-tetrahydroindeno[1,2-b]pyrrol-2-one). As a reaction SMILES: [NH:1]1[C:5](=[O:6])[CH2:4][CH:3]2[CH2:7][CH:8]3[C:13]([CH:12]=[CH:11][CH:10]=[CH:9]3)=[C:2]12.[Cl:14][C:15]1[CH:20]=[CH:19][C:18](I)=[CH:17][CH:16]=1.P([O-])([O-])([O-])=O.[K+].[K+].[K+]>O.[Br-].C([N+](CCCC)(CCCC)CCCC)CCC.ClCCl.[Cu-]=O>[Cl:14][C:15]1[CH:20]=[CH:19][C:18]([N:1]2[C:5](=[O:6])[CH2:4][CH:3]3[CH2:7][C:8]4[C:13]([CH:2]23)=[CH:12][CH:11]=[CH:10][CH:9]=4)=[CH:17][CH:16]=1 |f:2.3.4.5,7.8|. Procedure: To a solution of tetrahydro-1H-indeno[1,2-b]pyrrol-2-one (1.00 g, 5.77 mmol) in water (3 mL) was added copper (I) oxide (167 mg), p-chloroiodobenzene (1.38 g, 5.77 mmol), tetrabutylammonium bromide (0.372 g, 1.15 mmol) and potassium phosphate (2.45 g, 11.5 mmol). The suspension was vigorously stirred at 130° C. overnight. The mixture was cooled down and diluted with dichloromethane. The solid were filtered off and the organic layer was dried and concentrated. The residue was purified by flash ch... The reactants are C(=O)([O-])[O-].[K+].[K+] (K2CO3), CC(C(=O)O)(CC=C)C (2,2-dimethylpent-4-enoic acid), CN(C)C=O (DMF), C(C1=CC=CC=C1)Br (benzyl bromide). Solvent: O (water), C(C)OCC (diethylether). The product is CC(C(=O)OCC1=CC=CC=C1)(CC=C)C (Benzyl 2,2-dimethylpent-4-enoate). Reaction SMILES: C([O-])([O-])=O.[K+].[K+].[CH3:7][C:8]([CH3:15])([CH2:12][CH:13]=[CH2:14])[C:9]([OH:11])=[O:10].CN(C=O)C.[CH2:21](Br)[C:22]1[CH:27]=[CH:26][CH:25]=[CH:24][CH:23]=1>O.C(OCC)C>[CH3:7][C:8]([CH3:15])([CH2:12][CH:13]=[CH2:14])[C:9]([O:11][CH2:21][C:22]1[CH:27]=[CH:26][CH:25]=[CH:24][CH:23]=1)=[O:10] |f:0.1.2|. Reported procedure: To a mixture of K2CO3 (1.58 g, 11.5 mmol), 2,2-dimethylpent-4-enoic acid (1.30 g, 10.1 mmol) and DMF (8.1 mL) was added benzyl bromide (1.40 g, 8.19 mmol) slowly over 15 minutes. After 4 hours the mixture was diluted with a mixture of water (80 mL) and diethylether (80 mL). The organic layer was separated and sequentially washed with 80 mL of 5% aqueous sodium bicarbonate, saturated copper sulfate, slightly acidic water, half-saturated brine, and then saturated brine. The organics were then drie... Reactants: C(CCC)[Li] (n-butyllithium), C(C)SC1=CC(=CC(=C1)Cl)Cl (3,5-dichlorophenyl ethyl sulfide), CN(C=O)C (N,N-dimethylformamide). The solvent is O1CCCC1 (tetrahydrofuran). Run at temperature -78 celsius, time 45 minute. Product: ClC1=C(C=O)C(=CC(=C1)SCC)Cl (2,6-dichloro-4-(ethylthio)benzaldehyde). The yield is 97.5%. As a reaction SMILES: [CH2:1]([S:3][C:4]1[CH:9]=[C:8]([Cl:10])[CH:7]=[C:6]([Cl:11])[CH:5]=1)[CH3:2].C([Li])CCC.CN(C)[CH:19]=[O:20]>O1CCCC1>[Cl:10][C:8]1[CH:9]=[C:4]([S:3][CH2:1][CH3:2])[CH:5]=[C:6]([Cl:11])[C:7]=1[CH:19]=[O:20]. Procedure: A solution of 3,5-dichlorophenyl ethyl sulfide (1.0 g, 4.8 mmol) in tetrahydrofuran (4 mL) was cooled to −78° C. A solution of n-butyllithium (4.5 mL, 1.6 M in hexane) was added dropwise and the mixture was stirred at −78° C. for 45 minutes. N,N-dimethylformamide (4.47 mL, 57.7 mmol) was added and the mixture was stirred at −78° C. for 1 hour. The mixture was stirred at room temperature for 2 hours. The mixture was quenched with ice water and extracted three times with ethyl acetate. The combine... Reactants: BrCC(=O)Br (bromoacetyl bromide), NC1=C(C(=O)C2=CC=CC=C2)C=CC=C1 (2-aminobenzophenone). Solvent: ClCCl (dichloromethane), ClCCl (dichloromethane), O (water), O (water). Reaction conditions: time 2 hour. Yields the product BrCC(=O)NC1=C(C(=O)C2=CC=CC=C2)C=CC=C1 (2-[(2-bromoacetyl)-amino]-benzophenone). Yield: 89.3%. As a reaction SMILES: [NH2:1][C:2]1[CH:15]=[CH:14][CH:13]=[CH:12][C:3]=1[C:4]([C:6]1[CH:11]=[CH:10][CH:9]=[CH:8][CH:7]=1)=[O:5].[Br:16][CH2:17][C:18](Br)=[O:19]>ClCCl.O>[Br:16][CH2:17][C:18]([NH:1][C:2]1[CH:15]=[CH:14][CH:13]=[CH:12][C:3]=1[C:4]([C:6]1[CH:11]=[CH:10][CH:9]=[CH:8][CH:7]=1)=[O:5])=[O:19]. Reported procedure: 98.6 g of 2-aminobenzophenone were dissolved in a mixture of 650 ml of dichloromethane and 50 ml of water. A solution of 116.1 g of bromoacetyl bromide in 150 ml of dichloromethane was added dropwise to this mixture at a temperature of -10° C. The reaction mixture was then stirred at room temperature for a further 2 hours. The reaction mixture was worked up by adding water, separating the organic phase, washing again with water, drying and evaporating under reduced pressure. The crude product re...